This data is from the Open Reaction Database (ORD), a public repository of structured organic reaction records. The task is: describe an organic reaction: reactants, conditions, products, and yield Starting materials: [OH-].[K+] (potassium hydroxide), IC1=CC=CC=C1 (iodobenzene), O (water), C(C=1C(S)=CC=CC1)(=O)O (thiosalicyclic acid), cuprous oxide. Run in C1=CC=CC=C1 (benzene), CN(C=O)C (dimethylformamide). Reaction conditions: time 18 hour. The product is C1(=CC=CC=C1)SC1=C(C(=O)O)C=CC=C1 (2-(Phenylthio)-benzoic Acid). Isolated yield 82.5%. Reaction SMILES: [OH-].[K+].O.[C:4]([OH:13])(=[O:12])[C:5]1[C:6](=[CH:8][CH:9]=[CH:10][CH:11]=1)[SH:7].I[C:15]1[CH:20]=[CH:19][CH:18]=[CH:17][CH:16]=1>CN(C)C=O.C1C=CC=CC=1>[C:15]1([S:7][C:6]2[CH:8]=[CH:9][CH:10]=[CH:11][C:5]=2[C:4]([OH:13])=[O:12])[CH:20]=[CH:19][CH:18]=[CH:17][CH:16]=1 |f:0.1|. Reported procedure: 5.6 g (0.10 mol) potassium hydroxide, 7 ml water, 30 ml benzene and 7.7 g (0.05 mol) thiosalicyclic acid were combined and heated at reflux under a Dean Stark trap. After the water had been collected, 50 ml of dimethylformamide was added and the mixture slowly heated to 140°-150° C. to remove the benzene. An additional 10 ml of dimethylformamide and 0.25 g (1.75 mmol) of cuprous oxide were then added. 5.8 ml (0.051 mol) of iodobenzene was slowly added over a period of 20 minutes while the temper... Starting materials: BrC=1C=C2C(CN(C2=CC1)C(C)=O)(C)C (1-(5-Bromo-3,3-dimethyl-2,3-dihydro-indol-1-yl)-ethanone), ClS(=O)(=O)O (chlorosulfonic acid). Conditions: time 3 day. Product: C(C)(=O)N1CC(C2=CC(=C(C=C12)S(=O)(=O)Cl)Br)(C)C (1-Acetyl-5-bromo-3,3-dimethyl-2,3-dihydro-1H-indole-6-sulfonyl chloride). As a reaction SMILES: [Br:1][C:2]1[CH:3]=[C:4]2[C:8](=[CH:9][CH:10]=1)[N:7]([C:11](=[O:13])[CH3:12])[CH2:6][C:5]2([CH3:15])[CH3:14].[Cl:16][S:17](O)(=[O:19])=[O:18]>>[C:11]([N:7]1[C:8]2[C:4](=[CH:3][C:2]([Br:1])=[C:10]([S:17]([Cl:16])(=[O:19])=[O:18])[CH:9]=2)[C:5]([CH3:15])([CH3:14])[CH2:6]1)(=[O:13])[CH3:12]. Procedure: 1-(5-Bromo-3,3-dimethyl-2,3-dihydro-indol-1-yl)-ethanone (2.0 g, 7.5 mmol) was slowly added to chlorosulfonic acid (20 mL) and the resulting solution was stirred at room temperature for 3 days. The mixture was then carefully poured over ice and the resulting solid filtered, washed with water and dried in vacuo to give the title compound (2.7 g) as a pale brown solid. 1H NMR (Acetone-d6): 9.02 (1H, s), 7.89 (1H, s), 4.11 (2H, s), 2.26 (3H, s), 1.49 (6H, s).